Dataset: the Open Reaction Database (ORD), a public repository of structured organic reaction records. Task: describe an organic reaction: reactants, conditions, products, and yield The reactants are P(=O)(O)(O)OC[C@@H]1[C@H](C[C@@H](O1)N1C(=O)NC(=O)C=C1)O (2′-Deoxyuridine-5′-phosphate), BrBr (Bromine). Solvent: N1=CC=CC=C1 (pyridine), C(C)(=O)O (acetic acid). Conditions: time 20 hour. Yields the product P(=O)(O)(O)OC[C@@H]1[C@H](C[C@@H](O1)N1C(=O)NC(=O)C(=C1)Br)O (5-Bromo-2′-deoxyuridine-5′-phosphate). As a reaction SMILES: [P:1]([O:5][CH2:6][C@H:7]1[O:11][C@@H:10]([N:12]2[CH:19]=[CH:18][C:16](=[O:17])[NH:15][C:13]2=[O:14])[CH2:9][C@@H:8]1[OH:20])([OH:4])([OH:3])=[O:2].[Br:21]Br>N1C=CC=CC=1.C(O)(=O)C>[P:1]([O:5][CH2:6][C@H:7]1[O:11][C@@H:10]([N:12]2[CH:19]=[C:18]([Br:21])[C:16](=[O:17])[NH:15][C:13]2=[O:14])[CH2:9][C@@H:8]1[OH:20])([OH:4])([OH:3])=[O:2]. Reported procedure: 5-Bromo-2′-deoxyuridine-5′-phosphate was prepared as follows: 2′-Deoxyuridine-5′-phosphate (6.2 g) was suspended in a mixture of 60 ml pyridine and 30 ml acetic acid. Bromine (0.84 ml) was added with stirring in an ice water bath and stirring continued for 20 hours at room temperature. The solution was concentrated by vacuum. After redissolution in a minimum of water a crude product was precipitated by addition of ethanol. The crude product was chromatographed on Dowex 50 (H+) and eluted with wa... The reactants are C(C1=CC=CC=C1)OC(=O)N[C@@H](CC1=CC=CC=C1)C(=O)N[C@@H](CC1=CC=CC=C1)C(=O)C1C(CCC1)(C(=O)OCC)N (ethyl benzyloxycarbonylphenylalanylphenylalanyl-1-amino-1-cyclopentanecarboxylate). Solvent: CO (methanol). Reaction conditions: time 2 hour. Product: C(=O)(O)CCC(=O)N[C@@H](CC1=CC=CC=C1)C(=O)N[C@@H](CC1=CC=CC=C1)C(=O)C1C(CCC1)(C(=O)OCC)N (Ethyl 3-carboxypropionylphenylalanyl-phenylalanyl-1-amino-1 cyclopentanecarboxylate). As a reaction SMILES: C(O[C:9]([NH:11][C@H:12]([C:20]([NH:22][C@H:23]([C:31]([CH:33]1[CH2:37][CH2:36][CH2:35][C:34]1([NH2:43])[C:38]([O:40][CH2:41][CH3:42])=[O:39])=[O:32])[CH2:24][C:25]1[CH:30]=[CH:29][CH:28]=[CH:27][CH:26]=1)=[O:21])[CH2:13][C:14]1[CH:19]=[CH:18][CH:17]=[CH:16][CH:15]=1)=[O:10])C1C=CC=CC=1>CO>[C:38]([CH2:34][CH2:33][C:9]([NH:11][C@H:12]([C:20]([NH:22][C@H:23]([C:31]([CH:33]1[CH2:37][CH2:36][CH2:35][C:34]1([NH2:43])[C:38]([O:40][CH2:41][CH3:42])=[O:39])=[O:32])[CH2:24][C:25]1[CH:26]=[CH:27][CH:28]=[CH:29][CH:30]=1)=[O:21])[CH2:13][C:14]1[CH:19]=[CH:18][CH:17]=[CH:16][CH:15]=1)=[O:10])([OH:40])=[O:39]. Procedure: A solution of ethyl benzyloxycarbonylphenylalanylphenylalanyl-1-amino-1-cyclopentanecarboxylate (590 mg, 1 mmole) in methanol was hydrogenated by the procedure of Example 1. The methanolic solution was evaporated, dissolved in tetrahydrofurane, evaporated and acylated with glutaric anhydride (175 mg) in dimethylformamide for 2 hours at 80° C. The reaction mixture was evaporated and the product was precipitated with water to give the title compound, m.p. 193° to 196° C. (dimethylformamide-water). Reactants: BrC1=CC(=C(C=C1)C(C(C(F)(F)F)(O)C=1C=CC(N2C=CC=CC12)=O)C)Cl (1-[2-(4-bromo-2-chloro-phenyl)-1-hydroxy-1-trifluoromethyl-propyl]-quinolizin-4-one), FC=1C=C(C=CC1C(=O)OC)B(O)O (3-fluoro-4-methoxycarbonylphenylboronic acid). Yields the product COC(=O)C1=C(C=C(C=C1)C1=CC(=C(C=C1)C(C(C(F)(F)F)(C=1C=CC(N2C=CC=CC12)=O)O)C)Cl)F (3′-Chloro-3-fluoro-4′-[3,3,3-trifluoro-2-hydroxy-1-methyl-2-(4-oxo-4H-quinolizin-1-yl)-propyl]-biphenyl-4-carboxylic acid methyl ester). As a reaction SMILES: Br[C:2]1[CH:7]=[CH:6][C:5]([CH:8]([CH3:26])[C:9]([C:15]2[CH:16]=[CH:17][C:18](=[O:25])[N:19]3[C:24]=2[CH:23]=[CH:22][CH:21]=[CH:20]3)([OH:14])[C:10]([F:13])([F:12])[F:11])=[C:4]([Cl:27])[CH:3]=1.[F:28][C:29]1[CH:30]=[C:31](B(O)O)[CH:32]=[CH:33][C:34]=1[C:35]([O:37][CH3:38])=[O:36]>>[CH3:38][O:37][C:35]([C:34]1[CH:33]=[CH:32][C:31]([C:2]2[CH:7]=[CH:6][C:5]([CH:8]([CH3:26])[C:9]([OH:14])([C:15]3[CH:16]=[CH:17][C:18](=[O:25])[N:19]4[C:24]=3[CH:23]=[CH:22][CH:21]=[CH:20]4)[C:10]([F:11])([F:13])[F:12])=[C:4]([Cl:27])[CH:3]=2)=[CH:30][C:29]=1[F:28])=[O:36]. Procedure: In analogy to Example 17, step 2, 1-[2-(4-bromo-2-chloro-phenyl)-1-hydroxy-1-trifluoromethyl-propyl]-quinolizin-4-one was reacted with 3-fluoro-4-methoxycarbonylphenylboronic acid to give the title compound as a light yellow solid. MS (m/e)=534.2 [M+H+]. Starting materials: Cc1cc(Br)ccc1[N+](=O)[O-], CN(C)C=O, [H-], [Na+], O, Sc1ccccc1. The product is Cc1cc(Sc2ccccc2)ccc1[N+](=O)[O-]. Reaction SMILES: [Br:10][c:11]1[cH:12][cH:13][c:14]([N+:18](=[O:19])[O-:20])[c:15]([CH3:17])[cH:16]1.[CH3:22][N:23]([CH3:24])[CH:25]=[O:26].[H-:1].[Na+:2].[OH2:21].[SH:3][c:4]1[cH:5][cH:6][cH:7][cH:8][cH:9]1>>[S:3]([c:4]1[cH:5][cH:6][cH:7][cH:8][cH:9]1)[c:11]1[cH:12][cH:13][c:14]([N+:18](=[O:19])[O-:20])[c:15]([CH3:17])[cH:16]1. Starting materials: ClCC(=O)N1[C@H](CN([C@@H](C1)C)C1=CC=C(C=C1)C(F)(F)F)C (2-chloro-1-[trans-2,5-dimethyl-4-(4-trifluoromethyl-phenyl)-piperazin-1-yl]-ethanone), [N+](=O)([O-])C1=C(C=C(C=C1)N[C@@H]1CC[C@H](CC1)O)C(F)(F)F (Trans-4-(4-nitro-3-trifluoromethyl-phenylamino)-cyclohexanol), C[Si](C)(C)[N-][Si](C)(C)C.[Li+] (lithium bis(trimethylsilyl)-amide). The solvent is O1CCCC1 (tetrahydrofuran), CN(C=O)C (dimethylformamide), C(C)OCC (diethylether). Conditions: time 15 minute. The product is C[C@@H]1N(C[C@H](N(C1)C1=CC=C(C=C1)C(F)(F)F)C)C(CO[C@@H]1CC[C@H](CC1)NC1=CC(=C(C=C1)[N+](=O)[O-])C(F)(F)F)=O (1-[trans-2,5-dimethyl-4-(4-trifluoromethyl-phenyl)-piperazin-1-yl]-2-[trans-4-(4-nitro-3-trifluoromethyl-phenylamino)-cyclohexyloxy]-ethanone), solid. The yield is 10.0%. Reaction SMILES: [N+:1]([C:4]1[CH:9]=[CH:8][C:7]([NH:10][C@H:11]2[CH2:16][CH2:15][C@H:14]([OH:17])[CH2:13][CH2:12]2)=[CH:6][C:5]=1[C:18]([F:21])([F:20])[F:19])([O-:3])=[O:2].C[Si]([N-][Si](C)(C)C)(C)C.[Li+].Cl[CH2:33][C:34]([N:36]1[CH2:41][C@@H:40]([CH3:42])[N:39]([C:43]2[CH:48]=[CH:47][C:46]([C:49]([F:52])([F:51])[F:50])=[CH:45][CH:44]=2)[CH2:38][C@@H:37]1[CH3:53])=[O:35]>CN(C)C=O.O1CCCC1.C(OCC)C>[CH3:53][C@H:37]1[CH2:38][N:39]([C:43]2[CH:44]=[CH:45][C:46]([C:49]([F:52])([F:50])[F:51])=[CH:47][CH:48]=2)[C@H:40]([CH3:42])[CH2:41][N:36]1[C:34](=[O:35])[CH2:33][O:17][C@H:14]1[CH2:15][CH2:16][C@H:11]([NH:10][C:7]2[CH:8]=[CH:9][C:4]([N+:1]([O-:3])=[O:2])=[C:5]([C:18]([F:19])([F:20])[F:21])[CH:6]=2)[CH2:12][CH2:13]1 |f:1.2|. Procedure details: Trans-4-(4-nitro-3-trifluoromethyl-phenylamino)-cyclohexanol (118 mg, 0.39 mmol, prepared in accordance with Example 5) was placed under an inert atmosphere, dissolved in dry dimethylformamide (2 mL). A molar solution of lithium bis(trimethylsilyl)-amide (774 μL, 0.77 mmol) was added to the resulting mixture. The mixture was then stirred for 15 min at room temperature. Afterward, a solution of 2-chloro-1-[trans-2,5-dimethyl-4-(4-trifluoromethyl-phenyl)-piperazin-1-yl]-ethanone (130 mg, 0.39 mmol... Yields the product CC(O)(COC(=O)N1CCN(N=Cc2ccc(C(F)(F)F)cc2)CC1)Cn1cc([N+](=O)[O-])nc1Cl. Reaction SMILES: [CH3:46][N:47]([CH3:48])[c:49]1[cH:50][cH:51][n:52][cH:53][cH:54]1.[CH3:55][c:56]1[cH:57][cH:58][cH:59][cH:60][cH:61]1.[CH3:62][CH2:63][O:64][C:65](=[O:66])[CH3:67].[CH:16]([N:17]([CH2:18][CH3:19])[CH:20]([CH3:21])[CH3:22])([CH3:23])[CH3:24].[Cl:1][c:2]1[n:3]([CH2:10][C:11]([CH2:12][OH:13])([CH3:14])[OH:15])[cH:4][c:5]([N+:7](=[O:8])[O-:9])[n:6]1.[F:25][C:26]([c:27]1[cH:28][cH:29][c:30]([CH:31]=[N:32][N:33]2[CH2:34][CH2:35][N:36]([C:39](=[O:40])[Cl:41])[CH2:37][CH2:38]2)[cH:42][cH:43]1)([F:44])[F:45]>>[Cl:1][c:2]1[n:3]([CH2:10][C:11]([CH2:12][O:13][C:39]([N:36]2[CH2:35][CH2:34][N:33]([N:32]=[CH:31][c:30]3[cH:29][cH:28][c:27]([C:26]([F:25])([F:44])[F:45])[cH:43][cH:42]3)[CH2:38][CH2:37]2)=[O:40])([CH3:14])[OH:15])[cH:4][c:5]([N+:7](=[O:8])[O-:9])[n:6]1. The reactants are CN(C)c1ccncc1, Cc1ccccc1, CCOC(C)=O, CCN(C(C)C)C(C)C, CC(O)(CO)Cn1cc([N+](=O)[O-])nc1Cl, O=C(Cl)N1CCN(N=Cc2ccc(C(F)(F)F)cc2)CC1.